From a dataset of the Open Reaction Database (ORD), a public repository of structured organic reaction records. describe an organic reaction: reactants, conditions, products, and yield The reactants are ice water, COC1=C(C=CC=C1)N1CCN(CC1)CCN1C(NC2=C(C1=O)SC=C2)=O (3-[2-[4-(2-methoxyphenyl)piperazin-1-yl]ethyl]thieno[3,2-d]pyrimidine-2,4-dione), [H-].[Na+] (sodium hydride), ClC(=O)OCC (Ethyl chloroformate), resultant solution. Run in CN(C=O)C (N,N-dimethylformamide). Run at time 1 hour. The product is COC1=C(C=CC=C1)N1CCN(CC1)CCN1C(N(C2=C(C1=O)SC=C2)C(=O)OCC)=O (Ethyl 3-[2-[4-(2-methoxyphenyl)piperazin-1-yl]ethyl]-2,4-dioxothieno[3,2-d]pyrimidine-1-carboxylate). Isolated yield 28.3%. RXN SMILES: [CH3:1][O:2][C:3]1[CH:8]=[CH:7][CH:6]=[CH:5][C:4]=1[N:9]1[CH2:14][CH2:13][N:12]([CH2:15][CH2:16][N:17]2[C:22](=[O:23])[C:21]3[S:24][CH:25]=[CH:26][C:20]=3[NH:19][C:18]2=[O:27])[CH2:11][CH2:10]1.[H-].[Na+].Cl[C:31]([O:33][CH2:34][CH3:35])=[O:32]>CN(C)C=O>[CH3:1][O:2][C:3]1[CH:8]=[CH:7][CH:6]=[CH:5][C:4]=1[N:9]1[CH2:10][CH2:11][N:12]([CH2:15][CH2:16][N:17]2[C:22](=[O:23])[C:21]3[S:24][CH:25]=[CH:26][C:20]=3[N:19]([C:31]([O:33][CH2:34][CH3:35])=[O:32])[C:18]2=[O:27])[CH2:13][CH2:14]1 |f:1.2|. Reported procedure: A mixture of 3-[2-[4-(2-methoxyphenyl)piperazin-1-yl]ethyl]thieno[3,2-d]pyrimidine-2,4-dione (2.62 g, 6.77 mmol) and sodium hydride (60% in mineral oil, prewashed with pentane, 325 mg, 8.13 mmol) in N,N-dimethylformamide (50 ml) was allowed to equilibrate for one hour. Ethyl chloroformate (0.78 ml, 8.13 mmol) was added to the resultant solution, and stirred at room temperature for 16 hours. The solution was poured into ice water (200 ml) and the resultant solid was collected by filtration, washe... Reactants: CC(C)(C)O, O=C(Cl)c1ccncc1, ClCCl, CN(C)c1ccncc1, Cl. Yields the product CC(C)(C)OC(=O)c1ccncc1. Reaction SMILES: [C:11]([CH3:12])([CH3:13])([CH3:14])[OH:15].[C:2]([c:3]1[cH:4][cH:5][n:6][cH:7][cH:8]1)(=[O:9])[Cl:10].[CH2:25]([Cl:26])[Cl:27].[CH3:16][N:17]([c:18]1[cH:19][cH:20][n:21][cH:22][cH:23]1)[CH3:24].[ClH:1]>>[C:2]([c:3]1[cH:4][cH:5][n:6][cH:7][cH:8]1)(=[O:9])[O:15][C:11]([CH3:12])([CH3:13])[CH3:14]. Reactants: FC=1C=C(C=CC1F)C1=CC=CC=C1 (3,4-difluorobiphenyl), [Cl-].[Al+3].[Cl-].[Cl-] (aluminum chloride), Cl (hydrochloric acid), C(C)(=O)Cl (acetyl chloride). The solvent is ClCCl (dichloromethane). Run at temperature 20 celsius, time 10 hour. Yields the product FC1C=C(C=CC1(C(C)=O)F)C1=CC=CC=C1 (3,4-difluoro-4-acetylbiphenyl). Isolated yield 106.3%. Reaction SMILES: [F:1][C:2]1[CH:3]=[C:4]([C:9]2[CH:14]=[CH:13][CH:12]=[CH:11][CH:10]=2)[CH:5]=[CH:6][C:7]=1[F:8].[Cl-].[Al+3].[Cl-].[Cl-].[C:19](Cl)(=[O:21])[CH3:20].Cl>ClCCl>[F:1][CH:2]1[C:7]([F:8])([C:19](=[O:21])[CH3:20])[CH:6]=[CH:5][C:4]([C:9]2[CH:14]=[CH:13][CH:12]=[CH:11][CH:10]=2)=[CH:3]1 |f:1.2.3.4|. Reported procedure: To one liter of dichloromethane were added 191 g of 3,4-difluorobiphenyl and 160 g of aluminum chloride, and maintaining the temperature to about 20° C., 86 g of acetyl chloride was gradually added dropwise under stirring. After completion of the dropwise addition, stirring was continued for 10 hours, and then 100 ml of hydrochloric acid was added to the mixture and the mixture was stirred well and washed. The mixture was further washed with water and the solvent was removed under reduced pressu...